Dataset: the Open Reaction Database (ORD), a public repository of structured organic reaction records. Task: describe an organic reaction: reactants, conditions, products, and yield The reagents and catalysts are [Pd] (palladium on carbon). RXN SMILES: [C:1]([C:5]1[NH:6][C:7](=[O:21])[C:8]2([N:20]=1)[CH2:16][C:15]1[C:10](=[CH:11][CH:12]=[C:13]([N+:17]([O-])=O)[CH:14]=1)[CH2:9]2)([CH3:4])([CH3:3])[CH3:2]>CO.[Pd]>[NH2:17][C:13]1[CH:14]=[C:15]2[C:10](=[CH:11][CH:12]=1)[CH2:9][C:8]1([C:7](=[O:21])[NH:6][C:5]([C:1]([CH3:4])([CH3:3])[CH3:2])=[N:20]1)[CH2:16]2. Procedure details: To a solution of (±)-2-tert-butyl-5′-nitro-1′,3′-dihydrospiro[imidazole-4,2′-inden]-5(1H)-one from Step B (22.0 mg, 0.077 mmol) in degassed MeOH (5 mL) was added 10% palladium on carbon (10 mg). The suspension was placed under a hydrogen balloon for 1 h, then filtered through a pad of Celite, concentrated, and dried under high vacuum to give the title compound. MS: m/z=258 (M+1). The solvent is CO (MeOH). Reactants: C(C)(C)(C)C=1NC(C2(CC3=CC=C(C=C3C2)[N+](=O)[O-])N1)=O ((±)-2-tert-butyl-5′-nitro-1′,3′-dihydrospiro[imidazole-4,2′-inden]-5(1H)-one). Product: NC=1C=C2CC3(CC2=CC1)N=C(NC3=O)C(C)(C)C ((±)-5′-Amino-2-tert-butyl-1′,3′-dihydrospiro[imidazole-4,2′-inden]-5(1H)-one).